Dataset: the Open Reaction Database (ORD), a public repository of structured organic reaction records. Task: describe an organic reaction: reactants, conditions, products, and yield The reactants are C([O-])([O-])=O.[K+].[K+] (Potassium carbonate), COC1=C(C=CC=C1)C#CC1=C(C=O)C=C(C=C1)OC (2-[2-(2-Methoxyphenyl)ethynyl]-5-methoxybenzaldehyde), Cl.NO (hydroxylamine hydrochloride), C(C)(=O)[O-].[Na+] (sodium acetate). Solvent: O (water), C(C)O (ethanol). Product: COC1=CC=C2C=C([N+](=CC2=C1)[O-])C1=C(C=CC=C1)OC (7-Methoxy-3-(2-methoxyphenyl)isoquinoline-2-oxide). Isolated yield 59.8%. RXN SMILES: [CH3:1][O:2][C:3]1[CH:8]=[CH:7][CH:6]=[CH:5][C:4]=1[C:9]#[C:10][C:11]1[CH:18]=[CH:17][C:16]([O:19][CH3:20])=[CH:15][C:12]=1[CH:13]=O.Cl.[NH2:22][OH:23].C([O-])(=O)C.[Na+].C(=O)([O-])[O-].[K+].[K+]>C(O)C.O>[CH3:20][O:19][C:16]1[CH:15]=[C:12]2[C:11]([CH:10]=[C:9]([C:4]3[CH:5]=[CH:6][CH:7]=[CH:8][C:3]=3[O:2][CH3:1])[N+:22]([O-:23])=[CH:13]2)=[CH:18][CH:17]=1 |f:1.2,3.4,5.6.7|. Reported procedure: 2-[2-(2-Methoxyphenyl)ethynyl]-5-methoxybenzaldehyde (0.95 g), hydroxylamine hydrochloride (0.25 g) and sodium acetate (0.32 g) were reacted in ethanol (20 ml) at 60° C. for 2 hr. Potassium carbonate (0.6 g) and water (2 ml) were added to the reaction mixture, and the mixture was heated under reflux for 12 hr. The reaction solution was evaporated, and then the resulting residue was extracted with methylene chloride, washed with brine and dried. The solvent was removed, and the resulting residue ... Reactants: COC(=O)C=1N=C(SC1C=1C=C(C=CC1)C)Br (2-bromo-5-m-tolyl-thiazole-4-carboxylic acid methyl ester), CO (MeOH). Yields the product COC=1SC(=C(N1)C(=O)O)C=1C=C(C=CC1)C (2-Methoxy-5-m-tolyl-thiazole-4-carboxylic Acid). As a reaction SMILES: C[O:2][C:3]([C:5]1[N:6]=[C:7](Br)[S:8][C:9]=1[C:10]1[CH:11]=[C:12]([CH3:16])[CH:13]=[CH:14][CH:15]=1)=[O:4].[CH3:18][OH:19]>>[CH3:18][O:19][C:7]1[S:8][C:9]([C:10]2[CH:11]=[C:12]([CH3:16])[CH:13]=[CH:14][CH:15]=2)=[C:5]([C:3]([OH:2])=[O:4])[N:6]=1. Procedure: prepared by reaction of 2-bromo-5-m-tolyl-thiazole-4-carboxylic acid methyl ester with MeOH. LC-MS: tR=0.88 min; [M+H]+=250.3. Reactants: [Na+], [OH-], O=C(O)c1cccc(S(=O)(=O)O)c1. Yields the product O=C(O)c1cccc(O)c1. Reaction SMILES: [Na+:15].[OH-:14].[S:1]([OH:2])(=[O:3])(=[O:4])[c:5]1[cH:6][c:7]([C:8](=[O:9])[OH:10])[cH:11][cH:12][cH:13]1>>[c:5]1([OH:14])[cH:6][c:7]([C:8](=[O:9])[OH:10])[cH:11][cH:12][cH:13]1. Starting materials: CC(C)(C)OC(=O)N1CC2CC1CN2, CS(=O)(=O)Cl, CCN(C(C)C)C(C)C, ClCCl. Yields the product CC(C)(C)OC(=O)N1CC2CC1CN2S(C)(=O)=O. Reaction SMILES: [C:15]([CH3:16])([CH3:17])([CH3:18])[O:19][C:20](=[O:21])[N:22]1[CH:23]2[CH2:24][NH:25][CH:26]([CH2:27]1)[CH2:28]2.[CH3:1][S:2]([Cl:3])(=[O:4])=[O:5].[CH:6]([N:7]([CH2:8][CH3:9])[CH:10]([CH3:11])[CH3:12])([CH3:13])[CH3:14].[Cl:29][CH2:30][Cl:31]>>[CH3:1][S:2](=[O:4])(=[O:5])[N:25]1[CH2:24][CH:23]2[N:22]([C:20]([O:19][C:15]([CH3:16])([CH3:17])[CH3:18])=[O:21])[CH2:27][CH:26]1[CH2:28]2. Starting materials: CC(=O)NC1=CC(=C(C=C1C2CC2)F)N, C1C(CO1)NC2=CC(=NC3=C(C=NN23)C#N)Cl. Reagents/catalysts: C(=O)([O-])[O-].[Cs+].[Cs+], CC(C)C1=CC(=C(C(=C1)C(C)C)C2=CC=CC=C2P(C(C)(C)C)C(C)(C)C)C(C)C, C1=CC=C(C=C1)/C=C/C(=O)/C=C/C2=CC=CC=C2.C1=CC=C(C=C1)/C=C/C(=O)/C=C/C2=CC=CC=C2.C1=CC=C(C=C1)/C=C/C(=O)/C=C/C2=CC=CC=C2.[Pd].[Pd]. The solvent is C1COCCO1. Run at temperature 140 celsius. The product is CC(=O)NC1=CC(=C(C=C1C2CC2)F)NC3=NC4=C(C=NN4C(=C3)NC5COC5)C#N. Yield: 23.9%. Procedure details: dioxane (4 mL) was adde to the mixture of N-(5-amino-2-cyclopropyl-4-fluorophenyl)acetamide (100 mg, 0.48 mmol), 5-chloro-7-(oxetan-3-ylamino)pyrazolo[1,5-a]pyrimidine-3-carbonitrile (132 mg, 0.53 mmol),cesium carbonate (469 mg, 1.44 mmol), Pd2(dba)3 (44.0 mg, 0.05 mmol), di-tert-butyl(2',4',6'-triisopropylbiphenyl-2-yl)phosphine (40.8 mg, 0.10 mmol) in 5 ml microwave vial. N2 flow was bubbled through for 3 mins. Then the reaction solution was sealed with cap, degassed and refilled with argon 3 ... Starting materials: CO, CCOC(=O)Cc1nc(C)oc1-c1ccco1, [K+], [OH-], O. The product is Cc1nc(CC(=O)O)c(-c2ccco2)o1. As a reaction SMILES: [CH3:18][OH:19].[CH3:1][c:2]1[o:3][c:4](-[c:13]2[o:14][cH:15][cH:16][cH:17]2)[c:5]([CH2:7][C:8](=[O:9])[O:10][CH2:11][CH3:12])[n:6]1.[K+:21].[OH-:20].[OH2:22]>>[CH3:1][c:2]1[o:3][c:4](-[c:13]2[o:14][cH:15][cH:16][cH:17]2)[c:5]([CH2:7][C:8](=[O:9])[OH:10])[n:6]1. The reactants are CS(=O)(=O)OCCC12CC3CC(CC(C3)C1)C2, CS(C)=O, N#C[Na]. Yields the product N#CCCC12CC3CC(CC(C3)C1)C2. As a reaction SMILES: [CH3:1][S:2]([O:3][CH2:6][CH2:7][C:8]12[CH2:9][CH:10]3[CH2:11][CH:12]([CH2:13][CH:14]([CH2:15]1)[CH2:16]3)[CH2:17]2)(=[O:4])=[O:5].[CH3:21][S:22](=[O:23])[CH3:24].[Na:18][C:19]#[N:20]>>[CH2:6]([CH2:7][C:8]12[CH2:9][CH:10]3[CH2:11][CH:12]([CH2:13][CH:14]([CH2:15]1)[CH2:16]3)[CH2:17]2)[C:19]#[N:20]. Reactants: [Cl-], CC(Cl)c1noc(-c2cccc(Cl)c2)n1, [H-], [NH4+], [Na+], CN(C)C=O, CCOC(=O)C1CCCn2c(-c3ccncc3)nnc21. Yields the product CCOC(=O)C1(C(C)c2noc(-c3cccc(Cl)c3)n2)CCCn2c(-c3ccncc3)nnc21. RXN SMILES: [Cl-:38].[Cl:23][CH:24]([CH3:25])[c:26]1[n:27][o:28][c:29](-[c:31]2[cH:32][c:33]([Cl:37])[cH:34][cH:35][cH:36]2)[n:30]1.[H-:22].[NH4+:39].[Na+:21].[O:40]=[CH:41][N:42]([CH3:43])[CH3:44].[n:1]1[cH:2][cH:3][c:4](-[c:7]2[n:8][n:9][c:10]3[n:11]2[CH2:12][CH2:13][CH2:14][CH:15]3[C:16](=[O:17])[O:18][CH2:19][CH3:20])[cH:5][cH:6]1>>[n:1]1[cH:2][cH:3][c:4](-[c:7]2[n:8][n:9][c:10]3[n:11]2[CH2:12][CH2:13][CH2:14][C:15]3([C:16](=[O:17])[O:18][CH2:19][CH3:20])[CH:24]([CH3:25])[c:26]2[n:27][o:28][c:29](-[c:31]3[cH:32][c:33]([Cl:37])[cH:34][cH:35][cH:36]3)[n:30]2)[cH:5][cH:6]1.